This data is from the Open Reaction Database (ORD), a public repository of structured organic reaction records. The task is: describe an organic reaction: reactants, conditions, products, and yield Reactants: FC=1C=C2C(=C(/C(/C2=CC1)=C/C1=CC=C(C=C1)S(=O)C)C)CCON (O-2-[Z-5-fluoro-2-methyl-1-(4-methylsulfinylphenyl)methylene-1H-inden-3-yl]ethyl hydroxylamine), C(=O)C1=NN=NN1 (5-formyltetrazole). Product: FC=1C=C2C(=C(/C(/C2=CC1)=C/C1=CC=C(C=C1)S(=O)C)C)CCON=CC1=NN=NN1 (5-formyltetrazole-O-2-[Z-5-fluoro-2-methyl-1-(4-methylsulfinylphenyl)methylene-1H-inden-3-yl]ethyl oxime). Reaction SMILES: [F:1][C:2]1[CH:3]=[C:4]2[C:8](=[CH:9][CH:10]=1)/[C:7](=[CH:11]\[C:12]1[CH:17]=[CH:16][C:15]([S:18]([CH3:20])=[O:19])=[CH:14][CH:13]=1)/[C:6]([CH3:21])=[C:5]2[CH2:22][CH2:23][O:24][NH2:25].[CH:26]([C:28]1[NH:32][N:31]=[N:30][N:29]=1)=O>>[F:1][C:2]1[CH:3]=[C:4]2[C:8](=[CH:9][CH:10]=1)/[C:7](=[CH:11]\[C:12]1[CH:17]=[CH:16][C:15]([S:18]([CH3:20])=[O:19])=[CH:14][CH:13]=1)/[C:6]([CH3:21])=[C:5]2[CH2:22][CH2:23][O:24][N:25]=[CH:26][C:28]1[NH:32][N:31]=[N:30][N:29]=1. Procedure: The title compound is prepared by reaction of O-2-[Z-5-fluoro-2-methyl-1-(4-methylsulfinylphenyl)methylene-1H-inden-3-yl]ethyl hydroxylamine with 5-formyltetrazole by the method of Example 1. The reactants are C1(=CC=CC=C1)S(=O)(=O)CC1=CC=C(C(=C1C(=O)OC)O)C1=C(OC=C1)CO (methyl 6-(benzenesulfonylmethyl)-2-hydroxy-3-(2-hydroxymethylfuran-3-yl)-benzoate), C(C)(=O)C=1OC=CC1C=1C(=C(C(=O)OC)C(=CC1)CS(=O)(=O)C1=CC=CC=C1)O (methyl 3-(2-acetylfuran-3-yl)-6-benzenesulfonylmethyl-2-hydroxybenzoate), C(C)(=O)C=1OC=CC1C=1C(=C(C(=O)OC)C(=CC1)CS(=O)(=O)C1=CC=CC=C1)O (methyl 3-(2-acetylfuran-3-yl)-6-benzenesulfonylmethyl-2-hydroxybenzoate). Yields the product C1(=CC=CC=C1)S(=O)(=O)CC1=CC=C(C(=C1C(=O)OC)O)C1=C(OC=C1)C(C)O (Methyl 6-(benzenesulfonylmethyl)-2-hydroxy-3-[2-(1-hydroxy-ethyl)-furan-3-yl]-benzoate). As a reaction SMILES: C1(S(CC2C(C(OC)=O)=C(O)C(C3C=COC=3CO)=CC=2)(=O)=O)C=CC=CC=1.[C:29]([C:32]1[O:33][CH:34]=[CH:35][C:36]=1[C:37]1[C:38]([OH:57])=[C:39]([C:44]([CH2:47][S:48]([C:51]2[CH:56]=[CH:55][CH:54]=[CH:53][CH:52]=2)(=[O:50])=[O:49])=[CH:45][CH:46]=1)[C:40]([O:42][CH3:43])=[O:41])(=[O:31])[CH3:30]>>[C:51]1([S:48]([CH2:47][C:44]2[C:39]([C:40]([O:42][CH3:43])=[O:41])=[C:38]([OH:57])[C:37]([C:36]3[CH:35]=[CH:34][O:33][C:32]=3[CH:29]([OH:31])[CH3:30])=[CH:46][CH:45]=2)(=[O:50])=[O:49])[CH:52]=[CH:53][CH:54]=[CH:55][CH:56]=1. Procedure: Prepared by proceeding in a similar manner to Intermediate 19, starting from methyl 3-(2-acetylfuran-3-yl)-6-benzenesulfonylmethyl-2-hydroxybenzoate (Intermediate 32). The reactants are O=C(O)c1cn(C2CC2)c2c(F)c(F)c(F)cc2c1=O, FC1CNCC1CNC1CC1. Yields the product O=C(O)c1cn(C2CC2)c2c(F)c(N3CC(F)C(CNC4CC4)C3)c(F)cc2c1=O. Reaction SMILES: [CH:1]1([n:4]2[cH:5][c:6]([C:18](=[O:19])[OH:20])[c:7](=[O:17])[c:8]3[cH:9][c:10]([F:16])[c:11]([F:15])[c:12]([F:14])[c:13]23)[CH2:2][CH2:3]1.[CH:21]1([NH:24][CH2:25][CH:26]2[CH2:27][NH:28][CH2:29][CH:30]2[F:31])[CH2:22][CH2:23]1>>[CH:1]1([n:4]2[cH:5][c:6]([C:18](=[O:19])[OH:20])[c:7](=[O:17])[c:8]3[cH:9][c:10]([F:16])[c:11]([N:28]4[CH2:27][CH:26]([CH2:25][NH:24][CH:21]5[CH2:22][CH2:23]5)[CH:30]([F:31])[CH2:29]4)[c:12]([F:14])[c:13]23)[CH2:2][CH2:3]1. Starting materials: BrC1=CC=C(C=C1)CCC(=O)O (3-(4-bromophenyl)propanoic acid), N1CCCC1 (pyrrolidine). The product is BrC1=CC=C(C=C1)CCC(=O)N1CCCC1 (1-[3-(4-bromophenyl)propanoyl]pyrrolidine). As a reaction SMILES: [Br:1][C:2]1[CH:7]=[CH:6][C:5]([CH2:8][CH2:9][C:10]([OH:12])=O)=[CH:4][CH:3]=1.[NH:13]1[CH2:17][CH2:16][CH2:15][CH2:14]1>>[Br:1][C:2]1[CH:3]=[CH:4][C:5]([CH2:8][CH2:9][C:10]([N:13]2[CH2:17][CH2:16][CH2:15][CH2:14]2)=[O:12])=[CH:6][CH:7]=1. Reported procedure: The title compound was prepared from 3-(4-bromophenyl)propanoic acid and pyrrolidine using a similar procedure to that described for Description 8, but without chromatographic purification. Reactants: C(C)(C)(C)OC(=O)C=1C(=C(SC1NC(=O)NCCCCCCCCCCCCCCCC)C(=O)OCC1=CC=CC=C1)C (5-(3-Hexadecyl-ureido)-3-methyl-thiophene-2,4-dicarboxylic acid 2-benzyl ester 4-tert-butyl ester), ( 5.4 ), CC(CCCCCC)OC(=O)C=1SC(=C(C1C)C(=O)OC(C)(C)C)NC(=O)NCCCCCCCC (3-methyl-5-(3-octyl-ureido)-thiophene-2,4-dicarboxylic acid 4-tert-butyl ester 2-octyl ester). The solvent is hexanes, CCOC(=O)C (EtOAc). The product is C(CCCCCCCCCCCCCCC)N=C=O (hexadecyl isocyanate), solid. Isolated yield 30.0%. Reaction SMILES: C(OC(C1C(C)=C(C(OCC2C=CC=CC=2)=O)SC=1N[C:14]([NH:16][CH2:17][CH2:18][CH2:19][CH2:20][CH2:21][CH2:22][CH2:23][CH2:24][CH2:25][CH2:26][CH2:27][CH2:28][CH2:29][CH2:30][CH2:31][CH3:32])=[O:15])=O)(C)(C)C.CC(OC(C1SC(NC(NCCCCCCCC)=O)=C(C(OC(C)(C)C)=O)C=1C)=O)CCCCCC>CCOC(C)=O>[CH2:17]([N:16]=[C:14]=[O:15])[CH2:18][CH2:19][CH2:20][CH2:21][CH2:22][CH2:23][CH2:24][CH2:25][CH2:26][CH2:27][CH2:28][CH2:29][CH2:30][CH2:31][CH3:32]. Procedure details: (5.1) To a stirring solution of 5-amino-3-methyl-thiophene-2,4-dicarboxylic acid 2-octyl ester 4-tert-butyl ester (348 mg, 0.94 mmol) and DBU (0.35 mL, 360 mg, 2.4 mmol) in CH2Cl2 (10 mL) was added octyl isocyanate (0.166 mL, 146 mg, 0.94 mmol). The reaction was stirred RT for 16 h, and then solvent was removed under reduced pressure. The product was purified by column chromatography (5:1; hexanes:EtOAc) to give 431 mg of a solid (87%): Mp 92.0-94.0° C.; 1H NMR (CDCl3) δ 12.30 (s, 1H), 8.64 (s, ... Reactants: CC(C)(C)OC(=O)C=Cc1ccc(C(=C2CCCCC2)c2ccc(O)c(F)c2)cc1, ClCCl, O=C(O)C(F)(F)F. Yields the product O=C(O)C=Cc1ccc(C(=C2CCCCC2)c2ccc(O)c(F)c2)cc1. Reaction SMILES: [C:8]1(=[C:14]([c:15]2[cH:16][cH:17][c:18]([CH:21]=[CH:22][C:23](=[O:24])[O:25][C:26]([CH3:27])([CH3:28])[CH3:29])[cH:19][cH:20]2)[c:30]2[cH:31][c:32]([F:37])[c:33]([OH:36])[cH:34][cH:35]2)[CH2:9][CH2:10][CH2:11][CH2:12][CH2:13]1.[Cl:38][CH2:39][Cl:40].[OH:1][C:2]([C:3]([F:4])([F:5])[F:6])=[O:7]>>[C:8]1(=[C:14]([c:15]2[cH:16][cH:17][c:18]([CH:21]=[CH:22][C:23](=[O:24])[OH:25])[cH:19][cH:20]2)[c:30]2[cH:31][c:32]([F:37])[c:33]([OH:36])[cH:34][cH:35]2)[CH2:9][CH2:10][CH2:11][CH2:12][CH2:13]1.